Dataset: the Open Reaction Database (ORD), a public repository of structured organic reaction records. Task: describe an organic reaction: reactants, conditions, products, and yield The reactants are C(C)OC(=O)C1(CC(C1)C1(C(NC(N1)=O)=O)CC(C1=CC=CC=C1)C1=CC=CC=C1)C(=O)OCC (5-[3,3-di(ethoxycarbonyl) cyclobutyl]-5-(2,2-diphenylethyl)imidazolidine-2,4-dione). Run in [OH-].[Na+] (sodium hydroxide). Conditions: temperature 70 celsius. The product is C(=O)(O)C1(CC(C1)C1(C(NC(N1)=O)=O)CC(C1=CC=CC=C1)C1=CC=CC=C1)C(=O)O (5-(3,3-Dicarboxycyclobutyl)-5-(2,2-diphenylethyl) imidazolidine-2,4-dione). Reaction SMILES: C([O:3][C:4]([C:6]1([C:31]([O:33]CC)=[O:32])[CH2:9][CH:8]([C:10]2([CH2:17][CH:18]([C:25]3[CH:30]=[CH:29][CH:28]=[CH:27][CH:26]=3)[C:19]3[CH:24]=[CH:23][CH:22]=[CH:21][CH:20]=3)[NH:14][C:13](=[O:15])[NH:12][C:11]2=[O:16])[CH2:7]1)=[O:5])C>[OH-].[Na+]>[C:4]([C:6]1([C:31]([OH:33])=[O:32])[CH2:9][CH:8]([C:10]2([CH2:17][CH:18]([C:19]3[CH:20]=[CH:21][CH:22]=[CH:23][CH:24]=3)[C:25]3[CH:30]=[CH:29][CH:28]=[CH:27][CH:26]=3)[NH:14][C:13](=[O:15])[NH:12][C:11]2=[O:16])[CH2:7]1)([OH:5])=[O:3] |f:1.2|. Procedure details: A stirred mixture of 5-[3,3-di(ethoxycarbonyl) cyclobutyl]-5-(2,2-diphenylethyl)imidazolidine-2,4-dione (1.7 mmol) in 1M sodium hydroxide (17 ml) was heated to 70° C. for 2 hours. The cooled solution was filtered and the filtrate acidified with 5M hydrochloric acid (4 ml). The mixture was extracted with diethyl ether (30 ml) ethanol (3 ml) to give the title product as a white foam. Starting materials: CC(=O)NC(C)c1ccc(Br)cc1, c1ccc(COc2ccnc(OC3CNC3)c2)cc1. Yields the product CC(=O)NC(C)c1ccc(N2CC(Oc3cc(OCc4ccccc4)ccn3)C2)cc1. Reaction SMILES: [Br:20][c:21]1[cH:22][cH:23][c:24]([CH:27]([CH3:28])[NH:29][C:30]([CH3:31])=[O:32])[cH:25][cH:26]1.[NH:1]1[CH2:2][CH:3]([O:5][c:6]2[n:7][cH:8][cH:9][c:10]([O:12][CH2:13][c:14]3[cH:15][cH:16][cH:17][cH:18][cH:19]3)[cH:11]2)[CH2:4]1>>[N:1]1([c:21]2[cH:22][cH:23][c:24]([CH:27]([CH3:28])[NH:29][C:30]([CH3:31])=[O:32])[cH:25][cH:26]2)[CH2:2][CH:3]([O:5][c:6]2[n:7][cH:8][cH:9][c:10]([O:12][CH2:13][c:14]3[cH:15][cH:16][cH:17][cH:18][cH:19]3)[cH:11]2)[CH2:4]1.